The task is: describe an organic reaction: reactants, conditions, products, and yield. This data is from the Open Reaction Database (ORD), a public repository of structured organic reaction records. The reactants are CCCCCC(=O)OCC(C=O)(CC)NC(=O)OC(C)(C)C, Cn1cccc1C[P+](c1ccccc1)(c1ccccc1)c1ccccc1, [I-]. The product is CCCCCC(=O)OCC(C=Cc1cccn1C)(CC)NC(=O)OC(C)(C)C. As a reaction SMILES: [C:28]([CH3:29])([CH3:30])([CH3:31])[O:32][C:33](=[O:34])[NH:35][C:36]([CH:37]=[O:38])([CH2:39][O:40][C:41]([CH2:42][CH2:43][CH2:44][CH2:45][CH3:46])=[O:47])[CH2:48][CH3:49].[CH3:2][n:3]1[c:4]([CH2:8][P+:9]([c:10]2[cH:11][cH:12][cH:13][cH:14][cH:15]2)([c:16]2[cH:17][cH:18][cH:19][cH:20][cH:21]2)[c:22]2[cH:23][cH:24][cH:25][cH:26][cH:27]2)[cH:5][cH:6][cH:7]1.[I-:1]>>[CH3:2][n:3]1[c:4]([CH:8]=[CH:37][C:36]([NH:35][C:33]([O:32][C:28]([CH3:29])([CH3:30])[CH3:31])=[O:34])([CH2:39][O:40][C:41]([CH2:42][CH2:43][CH2:44][CH2:45][CH3:46])=[O:47])[CH2:48][CH3:49])[cH:5][cH:6][cH:7]1. Starting materials: aqueous solution, [OH-].[Na+] (NaOH), C(C)OC(CC1=CN(C2=CC=CC=C12)C(N)=O)=O ((1-carbamoyl-1H-indol-3-yl)-acetic acid ethyl ester). Run in CO (methanol), O (water). Reaction conditions: time 4 hour. Product: C(N)(=O)N1C=C(C2=CC=CC=C12)CC(=O)O ((1-Carbamoyl-1H-indol-3-yl)-acetic acid). As a reaction SMILES: C([O:3][C:4](=[O:18])[CH2:5][C:6]1[C:14]2[C:9](=[CH:10][CH:11]=[CH:12][CH:13]=2)[N:8]([C:15](=[O:17])[NH2:16])[CH:7]=1)C.[OH-].[Na+]>CO.O>[C:15]([N:8]1[C:9]2[C:14](=[CH:13][CH:12]=[CH:11][CH:10]=2)[C:6]([CH2:5][C:4]([OH:18])=[O:3])=[CH:7]1)(=[O:17])[NH2:16] |f:1.2|. Reported procedure: To a suspension of (1-carbamoyl-1H-indol-3-yl)-acetic acid ethyl ester in methanol (61 mL) and water (6.1 mL) was added an 1N aqueous solution of NaOH (12.2 mL, 12.2 mmol) and the resulting yellow solution was stirred at RT for 4 h. The reaction mixture was concentrated under reduced pressure and the residue was suspended in HCl 1N. The aqueous mixture was extracted with EtOAC (3×), the combined organic extracts were dried (phase separator) and concentrated in vacuo. The crude product was used d... As a reaction SMILES: [O:1]1[CH2:6][CH2:5][N:4]([C:7]2[CH:16]=[CH:15][C:14]([C:17]#[N:18])=[C:13]3[C:8]=2[CH:9]=[CH:10][CH:11]=[N:12]3)[CH2:3][CH2:2]1.[OH-:19].[K+].OO>CO>[O:1]1[CH2:6][CH2:5][N:4]([C:7]2[CH:16]=[CH:15][C:14]([C:17]([NH2:18])=[O:19])=[C:13]3[C:8]=2[CH:9]=[CH:10][CH:11]=[N:12]3)[CH2:3][CH2:2]1 |f:1.2|. Product: O1CCN(CC1)C1=C2C=CC=NC2=C(C=C1)C(=O)N (5-morpholino-8-quinolinecarboxamide). Starting materials: [OH-].[K+] (potassium hydroxide), O1CCN(CC1)C1=C2C=CC=NC2=C(C=C1)C#N (5-morpholino-8-quinolinecarbonitrile), OO (hydrogen peroxide). Isolated yield 55.8%. Reported procedure: To 0.8 g of 5-morpholino-8-quinolinecarbonitrile (Compound No. 13) 60 ml of methanol was added and the mixture was stirred at 0° C. with further addition of an aqueous solution of 0.47 g of potassium hydroxide and then 5 ml of 30% hydrogen peroxide aqueous solution. The mixture was heated at 40° to 50° C. for 16 hours with stirring. After evaporation of the solvent, saturated sodium chloride aqueous solution was added to the residue, which was extracted with chloroform, and the extract was dried... Run in CO (methanol). The reagents and catalysts are CC(C)([P](C(C)(C)C)([Pd][P](C(C)(C)C)(C(C)(C)C)C(C)(C)C)C(C)(C)C)C (Pd(PtBu3)2). RXN SMILES: Cl[C:2]1[C:3]([C:14]2[CH:19]=[CH:18][CH:17]=[CH:16][CH:15]=2)=[CH:4][C:5]2[CH:10]=[N:9][C:8]([C:11]#[N:12])=[N:7][C:6]=2[N:13]=1.[CH:20]([C:22]1[CH:27]=[CH:26][C:25](B(O)O)=[CH:24][CH:23]=1)=[O:21].C(=O)([O-])[O-].[Cs+].[Cs+]>O1CCOCC1.CC(C)([P](C(C)(C)C)([Pd][P](C(C)(C)C)(C(C)(C)C)C(C)(C)C)C(C)(C)C)C>[CH:20]([C:22]1[CH:27]=[CH:26][C:25]([C:2]2[C:3]([C:14]3[CH:19]=[CH:18][CH:17]=[CH:16][CH:15]=3)=[CH:4][C:5]3[CH:10]=[N:9][C:8]([C:11]#[N:12])=[N:7][C:6]=3[N:13]=2)=[CH:24][CH:23]=1)=[O:21] |f:2.3.4,^1:45,51|. The product is C(=O)C1=CC=C(C=C1)C=1C(=CC2=C(N=C(N=C2)C#N)N1)C1=CC=CC=C1 (7-(4-formylphenyl)-6-phenylpyrido[2,3-d]pyrimidine-2-carbonitrile). Reaction conditions: temperature 95 celsius. Reported procedure: A mixture of 7-chloro-6-phenylpyrido[2,3-d]pyrimidine-2-carbonitrile (2-4) (0.350 g, 1.31 mmol), 4-formylphenyl boronic acid (0.492 g, 3.28 mmol), cesium carbonate (1.28 g, 3.94 mmol), and Pd(PtBu3)2 (0.067 g, 0.131 mmol) in anhydrous dioxane (8 mL) was degassed (3× vacuum pump/refilled with N2) and heated to 95° C. for 18 hr. The mixture was cooled, diluted with water, and extracted 3× with CH2Cl2. The combined organics were dried (anhd. Na2SO4), filtered, and concentrated. Purified by silica g... Reactants: ClC=1C(=CC2=C(N=C(N=C2)C#N)N1)C1=CC=CC=C1 (7-chloro-6-phenylpyrido[2,3-d]pyrimidine-2-carbonitrile), C(=O)C1=CC=C(C=C1)B(O)O (4-formylphenyl boronic acid), C([O-])([O-])=O.[Cs+].[Cs+] (cesium carbonate). Run in O1CCOCC1 (dioxane). Starting materials: CCCCCCCCCCCCCCCCNc1ccc(CCC(=O)OCC)cc1, CC(=O)OC(C)=O, Cl, c1ccncc1. Yields the product CCCCCCCCCCCCCCCCN(C(C)=O)c1ccc(CCC(=O)OCC)cc1. As a reaction SMILES: [CH2:1]([CH2:2][CH2:3][CH2:4][CH2:5][CH2:6][CH2:7][CH2:8][CH2:9][CH2:10][CH2:11][CH2:12][CH2:13][CH2:14][CH2:15][CH3:16])[NH:17][c:18]1[cH:19][cH:20][c:21]([CH2:22][CH2:23][C:24](=[O:25])[O:26][CH2:27][CH3:28])[cH:29][cH:30]1.[CH3:31][C:32](=[O:33])[O:34][C:35](=[O:36])[CH3:37].[ClH:38].[cH:39]1[cH:40][cH:41][n:42][cH:43][cH:44]1>>[CH2:1]([CH2:2][CH2:3][CH2:4][CH2:5][CH2:6][CH2:7][CH2:8][CH2:9][CH2:10][CH2:11][CH2:12][CH2:13][CH2:14][CH2:15][CH3:16])[N:17]([c:18]1[cH:19][cH:20][c:21]([CH2:22][CH2:23][C:24](=[O:25])[O:26][CH2:27][CH3:28])[cH:29][cH:30]1)[C:32]([CH3:31])=[O:33]. Starting materials: CCOC(C)=O, ClCCCl. Reaction SMILES: [CH3:1][CH2:2][O:3][C:4]([CH3:5])=[O:6].[Cl:7][CH2:8][CH2:9][Cl:10]>>[CH3:2][O:3][C:4]([CH3:5])=[O:6].[Cl:7][CH2:8][CH2:9][Cl:10]. Product: COC(C)=O, ClCCCl. Reactants: ClC1=CC(=C(C(=O)NC2=CC=C(C=C2)CCC2=CC(=C(C=C2)OC)OC)C=C1)O (4-chloro-N-[4-[2-(3,4-dimethoxyphenyl)ethyl]phenyl]-2-hydroxybenzamide), B(Br)(Br)Br (Boron tribromide). Run in ClCCl (dichloromethane). Reaction conditions: temperature -78 celsius, time 4 hour. The product is ClC1=CC(=C(C(=O)NC2=CC=C(C=C2)CCC2=CC(=C(C=C2)O)O)C=C1)O (4-chloro-N-[4-[2-(3,4-dihydroxyphenyl)ethyl]phenyl]-2-hydroxybenzamide). Yield: 90.4%. Reaction SMILES: [Cl:1][C:2]1[CH:28]=[CH:27][C:5]([C:6]([NH:8][C:9]2[CH:14]=[CH:13][C:12]([CH2:15][CH2:16][C:17]3[CH:22]=[CH:21][C:20]([O:23]C)=[C:19]([O:25]C)[CH:18]=3)=[CH:11][CH:10]=2)=[O:7])=[C:4]([OH:29])[CH:3]=1.B(Br)(Br)Br>ClCCl>[Cl:1][C:2]1[CH:28]=[CH:27][C:5]([C:6]([NH:8][C:9]2[CH:14]=[CH:13][C:12]([CH2:15][CH2:16][C:17]3[CH:22]=[CH:21][C:20]([OH:23])=[C:19]([OH:25])[CH:18]=3)=[CH:11][CH:10]=2)=[O:7])=[C:4]([OH:29])[CH:3]=1. Reported procedure: A dichloromethane (40 ml) solution of 4-chloro-N-[4-[2-(3,4-dimethoxyphenyl)ethyl]phenyl]-2-hydroxybenzamide (0.50 g, 1.21 mmol) is cooled to -78° C. under an argon atmosphere. Boron tribromide (1.0M solution in dichloromethane, 5.5 ml, 5.5 mmol) is added, and the mixture is stirred at -78° C. for four hours, followed by stirring at ambient temperature for two hours. The solution is then recooled to -20° C. and quenched with water (5.5 ml). The mixture is allowed to stir at ambient temperature f... The reactants are ice, N#N (N2), C(#N)[Cu] (CuCN), [C-]#N.[Na+].C(#N)[Cu] (NaCN CuCN), C(C)OC1=C(C(=O)O)C=CC(=C1)N (2-ethoxy-4-aminobenzoic acid), N(=O)[O-].[Na+] (NaNO2), [C-]#N.[Na+] (NaCN), C(#N)[Cu] (CuCN), NaNO. Reagents/catalysts: C(CCCCCCC)O (octanol). The solvent is O (water), O (water), Cl (HCl), O (water). Conditions: time 4 hour. Product: C(C)OC1=C(C(=O)O)C=CC(=C1)C#N (2-Ethoxy-4-cyanobenzoic acid). Isolated yield 71.3%. As a reaction SMILES: [C:1]([Cu])#[N:2].[C-]#N.[Na+].[CH2:7]([O:9][C:10]1[CH:18]=[C:17](N)[CH:16]=[CH:15][C:11]=1[C:12]([OH:14])=[O:13])[CH3:8].N([O-])=O.[Na+].[C-]#N.[Na+].C([Cu])#N.N#N>O.Cl.C(O)CCCCCCC>[CH2:7]([O:9][C:10]1[CH:18]=[C:17]([C:1]#[N:2])[CH:16]=[CH:15][C:11]=1[C:12]([OH:14])=[O:13])[CH3:8] |f:1.2,4.5,6.7.8|. Procedure: In a 1 l reactor equipped with a sealed mechanical stirrer, CuCN (12 g, 134 mmol) were suspended in 100 ml of distilled water. NaCN (18.3 g, 373 mmol) was added with vigorous stirring and the internal temperature was kept below 40° C. until all the CuCN went into solution. The suspension of 2-ethoxy-4-aminobenzoic acid (20 g, 110 mmol) in water (200 ml) and concentrated HCl (33 ml) was stirred and cooled in an ice bath. When the temperature reached 5° C., a solution of NaNO2 (9.7 g, 140 mmol) in... The solvent is O (water), CN(C=O)C (dimethylformamide). RXN SMILES: [CH2:1]([OH:8])[C:2]1[CH:7]=[CH:6][CH:5]=[CH:4][CH:3]=1.[H-].[Na+].Br[CH2:12][C:13]#[C:14][C@@H:15]([O:21][C:22](=[O:24])[CH3:23])[CH2:16][CH2:17][CH2:18][CH2:19][CH3:20]>CN(C)C=O.O>[CH2:1]([O:8][CH2:12][C:13]#[C:14][C@@H:15]([O:21][C:22](=[O:24])[CH3:23])[CH2:16][CH2:17][CH2:18][CH2:19][CH3:20])[C:2]1[CH:7]=[CH:6][CH:5]=[CH:4][CH:3]=1 |f:1.2|. The product is C(C1=CC=CC=C1)OCC#C[C@H](CCCCC)OC(C)=O (1-Benzyloxy-4(S)-acetyloxy-2-nonyne). Conditions: time 2 hour. Starting materials: C(C1=CC=CC=C1)O (Benzyl alcohol), [H-].[Na+] (sodium hydride), BrCC#C[C@H](CCCCC)OC(C)=O (1-bromo-4(S)-acetyloxy-2-nonyne). Procedure details: Benzyl alcohol (1 molar equivalent) is added dropwise to a stirred suspension of sodium hydride (1 molar equivalent) in dry dimethylformamide maintained at 0° to 5° C. throughout the addition. The reaction mixture is allowed to warm to and then is maintained at room temperature for 1/2 hour. After cooling to 0° to 5° C., the reaction mixture is treated with 1-bromo-4(S)-acetyloxy-2-nonyne (1 molar equivalent) added dropwise over 1/2 hour. The resulting reaction mixture is stirred at ambient temp...